From a dataset of the Open Reaction Database (ORD), a public repository of structured organic reaction records. describe an organic reaction: reactants, conditions, products, and yield Starting materials: O=C(Cl)OCc1ccccc1, NC(CC(=O)O)C(=O)O, [Na+], [OH-], O. The product is O=C(O)CC(NC(=O)OCc1ccccc1)C(=O)O. RXN SMILES: [Cl:10][C:11](=[O:12])[O:13][CH2:14][c:15]1[cH:16][cH:17][cH:18][cH:19][cH:20]1.[NH2:1][CH:2]([CH2:3][C:4]([OH:5])=[O:6])[C:7]([OH:8])=[O:9].[Na+:22].[OH-:21].[OH2:23]>>[NH:1]([CH:2]([CH2:3][C:4]([OH:5])=[O:6])[C:7]([OH:8])=[O:9])[C:11](=[O:12])[O:13][CH2:14][c:15]1[cH:16][cH:17][cH:18][cH:19][cH:20]1. Reactants: CC(C)(C)CC1NC(C(=O)Nc2ccc(C#N)nc2)C(c2cccc(Cl)c2F)C12C(=O)Nc1cc(Cl)ccc12, CS(C)=O, [Na+], [OH-], OO. The product is CC(C)(C)CC1NC(C(=O)Nc2ccc(C(N)=O)nc2)C(c2cccc(Cl)c2F)C12C(=O)Nc1cc(Cl)ccc12. Reaction SMILES: [C:1](#[N:2])[c:3]1[cH:4][cH:5][c:6]([NH:9][C:10](=[O:11])[CH:12]2[CH:13]([c:32]3[c:33]([F:39])[c:34]([Cl:38])[cH:35][cH:36][cH:37]3)[C:14]3([C:15](=[O:24])[NH:16][c:17]4[cH:18][c:19]([Cl:23])[cH:20][cH:21][c:22]43)[CH:25]([CH2:27][C:28]([CH3:29])([CH3:30])[CH3:31])[NH:26]2)[cH:7][n:8]1.[CH3:44][S:45]([CH3:46])=[O:47].[Na+:43].[OH-:42].[OH:40][OH:41]>>[C:1]([NH2:2])([c:3]1[cH:4][cH:5][c:6]([NH:9][C:10](=[O:11])[CH:12]2[CH:13]([c:32]3[c:33]([F:39])[c:34]([Cl:38])[cH:35][cH:36][cH:37]3)[C:14]3([C:15](=[O:24])[NH:16][c:17]4[cH:18][c:19]([Cl:23])[cH:20][cH:21][c:22]43)[CH:25]([CH2:27][C:28]([CH3:29])([CH3:30])[CH3:31])[NH:26]2)[cH:7][n:8]1)=[O:40]. The reactants are C1(=CC=CC=C1)SCl (phenylsulfenyl chloride), ClC=1C=C(OC2=CC=C(OCC(C)NC(OCC)=O)C=C2)C=CC1 (ethyl 2-[4-(3-chlorophenoxy)phenoxy]-1-methylethylcarbamate). Solvent: C1(=CC=CC=C1)C (toluene), N1=CC=CC=C1 (pyridine). Yields the product C1(=CC=CC=C1)SN(C(OCC)=O)C(COC1=CC=C(C=C1)OC1=CC(=CC=C1)Cl)C (Ethyl N-phenylthio-2-[4-(3-chlorophenoxy)phenoxy]-1-methylethylcarbamate). Reaction SMILES: [C:1]1([S:7]Cl)[CH:6]=[CH:5][CH:4]=[CH:3][CH:2]=1.[Cl:9][C:10]1[CH:11]=[C:12]([CH:30]=[CH:31][CH:32]=1)[O:13][C:14]1[CH:29]=[CH:28][C:17]([O:18][CH2:19][CH:20]([NH:22][C:23](=[O:27])[O:24][CH2:25][CH3:26])[CH3:21])=[CH:16][CH:15]=1>C1(C)C=CC=CC=1.N1C=CC=CC=1>[C:1]1([S:7][N:22]([CH:20]([CH3:21])[CH2:19][O:18][C:17]2[CH:28]=[CH:29][C:14]([O:13][C:12]3[CH:30]=[CH:31][CH:32]=[C:10]([Cl:9])[CH:11]=3)=[CH:15][CH:16]=2)[C:23](=[O:27])[O:24][CH2:25][CH3:26])[CH:6]=[CH:5][CH:4]=[CH:3][CH:2]=1. Procedure details: A solution of 4 g of phenylsulfenyl chloride in 10 ml of toluene is added dropwise at 0°-5° C. in the course of 20 minutes to a solution of 9 g of ethyl 2-[4-(3-chlorophenoxy)phenoxy]-1-methylethylcarbamate in 30 ml of pyridine, with stirring, and the mixture is stirred for a further 15 hours at room temperature. Most of the pyridine and toluene is then distilled off in vacuo at a temperature of lower than 45° C., and the residue is poured into 300 ml of ice-water and extracted repeatedly with e... Reactants: ClCCCCOC=1C=CC2=C(C(OC(N2)=O)(C)C)C1 (6-(4-chlorobutoxy)-4,4-dimethyl-4H-3,1-benzoxazin-2-one), CC=1C=C(C=CC1C)S (3,4-dimethylthiophenol). Yields the product CC=1C=C(C=CC1C)SCCCCOC=1C=CC2=C(C(OC(N2)=O)(C)C)C1 (6-[4-(3,4-Dimethyl-phenylmercapto)-butoxy]-4,4-dimethyl-4H-3,1-benzoxazin-2-one). RXN SMILES: Cl[CH2:2][CH2:3][CH2:4][CH2:5][O:6][C:7]1[CH:8]=[CH:9][C:10]2[NH:15][C:14](=[O:16])[O:13][C:12]([CH3:18])([CH3:17])[C:11]=2[CH:19]=1.[CH3:20][C:21]1[CH:22]=[C:23]([SH:28])[CH:24]=[CH:25][C:26]=1[CH3:27]>>[CH3:20][C:21]1[CH:22]=[C:23]([S:28][CH2:2][CH2:3][CH2:4][CH2:5][O:6][C:7]2[CH:8]=[CH:9][C:10]3[NH:15][C:14](=[O:16])[O:13][C:12]([CH3:18])([CH3:17])[C:11]=3[CH:19]=2)[CH:24]=[CH:25][C:26]=1[CH3:27]. Reported procedure: Prepared analogously to Example 1 from 6-(4-chlorobutoxy)-4,4-dimethyl-4H-3,1-benzoxazin-2-one and 3,4-dimethylthiophenol. Starting materials: CO (methanol), Cl (hydrochloric acid), Cl.Cl.COC=1C=C(CNC(=N)NC(=N)NCCCCCCCCCCCC)C=CC1OC (N1-(3,4-dimethoxybenzyl)-N5-dodecyl-biguanide dihydrochloride), CC(=O)C (acetone). Product: Cl.CC1(N=C(NC(=N1)NCC1=CC(=C(C=C1)OC)OC)NCCCCCCCCCC)C (3,6-Dihydro-6,6-dimethyl-2-(3′,4′-dimethoxybenzylamino)-4-decylamino-1,3,5-triazine hydrochloride). RXN SMILES: CO.[ClH:3].Cl.Cl.[CH3:6][O:7][C:8]1[CH:9]=[C:10]([CH:31]=[CH:32][C:33]=1[O:34][CH3:35])[CH2:11][NH:12][C:13]([NH:15][C:16]([NH:18][CH2:19][CH2:20][CH2:21][CH2:22][CH2:23][CH2:24][CH2:25][CH2:26][CH2:27][CH2:28]CC)=[NH:17])=[NH:14].[CH3:36][C:37]([CH3:39])=O>>[ClH:3].[CH3:36][C:37]1([CH3:39])[N:14]=[C:13]([NH:12][CH2:11][C:10]2[CH:31]=[CH:32][C:33]([O:34][CH3:35])=[C:8]([O:7][CH3:6])[CH:9]=2)[NH:15][C:16]([NH:18][CH2:19][CH2:20][CH2:21][CH2:22][CH2:23][CH2:24][CH2:25][CH2:26][CH2:27][CH3:28])=[N:17]1 |f:2.3.4,6.7|. Procedure: 75 ml of methanol, 120 ml of acetone and 0.2 ml of concentrated hydrochloric acid were added to 3.5 g (7.5 mmol) of N1-(3,4-dimethoxybenzyl)-N5-dodecyl-biguanide dihydrochloride, and the mixture was refluxed for 24 hours. The solvent was distilled off under reduced pressure, and the residue was purified by silica gel column chromatography (elution with a mixture of chloroform and methanol (9:1.2)), and dissolved in 70% aqueous acetonitrile. The solution was concentrated under reduced pressure to...